This data is from the Open Reaction Database (ORD), a public repository of structured organic reaction records. The task is: describe an organic reaction: reactants, conditions, products, and yield The reactants are CCN1CCNCC1, CC(=O)O, ClCCl, O=Cc1ccc(C2Nc3cccc4c(=O)[nH]nc(c34)C2c2ccccc2)cc1. The product is CCN1CCN(Cc2ccc(C3Nc4cccc5c(=O)[nH]nc(c45)C3c3ccccc3)cc2)CC1. Reaction SMILES: [CH2:33]([CH3:34])[N:35]1[CH2:36][CH2:37][NH:38][CH2:39][CH2:40]1.[CH3:29][C:30](=[O:31])[OH:32].[Cl:41][CH2:42][Cl:43].[O:1]=[c:2]1[nH:3][n:4][c:5]2[c:6]3[c:7]([cH:8][cH:9][cH:10][c:11]13)[NH:12][CH:13]([c:21]1[cH:22][cH:23][c:24]([CH:25]=[O:26])[cH:27][cH:28]1)[CH:14]2[c:15]1[cH:16][cH:17][cH:18][cH:19][cH:20]1>>[O:1]=[c:2]1[nH:3][n:4][c:5]2[c:6]3[c:7]([cH:8][cH:9][cH:10][c:11]13)[NH:12][CH:13]([c:21]1[cH:22][cH:23][c:24]([CH2:25][N:38]3[CH2:37][CH2:36][N:35]([CH2:33][CH3:34])[CH2:40][CH2:39]3)[cH:27][cH:28]1)[CH:14]2[c:15]1[cH:16][cH:17][cH:18][cH:19][cH:20]1. Starting materials: ClC1=CC=C(S1)C(=O)NC[C@@H](C(=O)O)NS(=O)(=O)C1=C(C(=CC=C1)N1C(CCCC1)=O)OC(F)F ((S)-3-[(5-Chloro-thiophene-2-carbonyl)-amino]-2-[2-difluoromethoxy-3-(2-oxo-piperidin-1-yl)-benzenesulfonylamino]-propionic acid), C(C)OC(=O)C1CCNCC1 (Piperidine-4-carboxylic acid ethyl ester). The solvent is CN(C)C=O (DMF). Yields the product C(C)OC(=O)C1CCN(CC1)C([C@H](CNC(=O)C=1SC(=CC1)Cl)NS(=O)(=O)C1=C(C(=CC=C1)N1C(CCCC1)=O)OC(F)F)=O (1-{(S)-3-[(5-Chloro-thiophene-2-carbonyl)-amino]-2-[2-difluoromethoxy-3-(2-oxo-piperidin-1-yl)-benzenesulfonylamino]-propionyl}-piperidine-4-carboxylic acid ethyl ester). As a reaction SMILES: [Cl:1][C:2]1[S:6][C:5]([C:7]([NH:9][CH2:10][C@H:11]([NH:15][S:16]([C:19]2[CH:24]=[CH:23][CH:22]=[C:21]([N:25]3[CH2:30][CH2:29][CH2:28][CH2:27][C:26]3=[O:31])[C:20]=2[O:32][CH:33]([F:35])[F:34])(=[O:18])=[O:17])[C:12](O)=[O:13])=[O:8])=[CH:4][CH:3]=1.[CH2:36]([O:38][C:39]([CH:41]1[CH2:46][CH2:45][NH:44][CH2:43][CH2:42]1)=[O:40])[CH3:37]>CN(C=O)C>[CH2:36]([O:38][C:39]([CH:41]1[CH2:46][CH2:45][N:44]([C:12](=[O:13])[C@@H:11]([NH:15][S:16]([C:19]2[CH:24]=[CH:23][CH:22]=[C:21]([N:25]3[CH2:30][CH2:29][CH2:28][CH2:27][C:26]3=[O:31])[C:20]=2[O:32][CH:33]([F:34])[F:35])(=[O:18])=[O:17])[CH2:10][NH:9][C:7]([C:5]2[S:6][C:2]([Cl:1])=[CH:3][CH:4]=2)=[O:8])[CH2:43][CH2:42]1)=[O:40])[CH3:37]. Procedure: Intermediate 34 (258 mg, 0.467 mmol) and Piperidine-4-carboxylic acid ethyl ester (81 mg, 0.514 mmol) were coupled in close analogy to the procedure described in 3.5) using DMF as solvent. The mixture was purified by prep. HPLC. Yield after lyophilization: 253 mg, 78%, colorless, amorphous solid. Reactants: NC=1N=NC(=C(N1)C1=CC=C(C=C1)C)C1=CC=C(C=C1)C (3-amino-5,6-bis(4-methylphenyl)-1,2,4-triazine), CS(=O)(=O)OC (methyl methanesulphonate). The solvent is CO (methanol). Run at time 24 hour. Yields the product S(C)(=O)(=O)O.NC=1N(NC(=C(N1)C1=CC=C(C=C1)C)C1=CC=C(C=C1)C)C (3-Amino-2-methyl-5,6-bis(4-methylphenyl)-1,2,4-triazine mesylate). Reaction SMILES: [NH2:1][C:2]1[N:3]=[N:4][C:5]([C:15]2[CH:20]=[CH:19][C:18]([CH3:21])=[CH:17][CH:16]=2)=[C:6]([C:8]2[CH:13]=[CH:12][C:11]([CH3:14])=[CH:10][CH:9]=2)[N:7]=1.[CH3:22][S:23]([O:26]C)(=[O:25])=[O:24]>CO>[S:23]([OH:26])(=[O:25])(=[O:24])[CH3:22].[NH2:1][C:2]1[N:3]([CH3:22])[NH:4][C:5]([C:15]2[CH:16]=[CH:17][C:18]([CH3:21])=[CH:19][CH:20]=2)=[C:6]([C:8]2[CH:9]=[CH:10][C:11]([CH3:14])=[CH:12][CH:13]=2)[N:7]=1 |f:3.4|. Reported procedure: A mixture of 3-amino-5,6-bis(4-methylphenyl)-1,2,4-triazine (500 mg), methyl methanesulphonate (0.5 cm3) and methanol (10 cm3) was stirred at 40° for 24 hours and then evaporated to dryness. The resulting yellow solid was recrystallised from acetone giving the title compound as pale yellow needles, Reactants: C(C)(C)(C)OC(=O)N1CC(NC2=C(C1)C=CC=C2)=O (2-oxo-1,2,3,5-tetrahydro-benzo[e][1,4]diazepine-4-carboxylic acid tert-butyl ester), [Cl-].[NH4+] (ammonium chloride), [H-].[Na+] (Sodium hydride), BrCC(=O)OCC (Ethyl bromoacetate). Run in CN(C)C=O (DMF), CCCCCC (hexane). Reaction conditions: temperature 0 celsius, time 1 hour. Yields the product C(C)(C)(C)OC(=O)N1CC(N(C2=C(C1)C=CC=C2)CC(=O)OCC)=O (1-ethoxycarbonylmethyl-2-oxo-1,2,3,5-tetrahydro-benzo[e][1,4]diazepine-4-carboxylic acid tert-butyl ester). The yield is 72.5%. RXN SMILES: [H-].[Na+].[C:3]([O:7][C:8]([N:10]1[CH2:16][C:15]2[CH:17]=[CH:18][CH:19]=[CH:20][C:14]=2[NH:13][C:12](=[O:21])[CH2:11]1)=[O:9])([CH3:6])([CH3:5])[CH3:4].Br[CH2:23][C:24]([O:26][CH2:27][CH3:28])=[O:25].[Cl-].[NH4+]>CCCCCC.CN(C=O)C>[C:3]([O:7][C:8]([N:10]1[CH2:16][C:15]2[CH:17]=[CH:18][CH:19]=[CH:20][C:14]=2[N:13]([CH2:23][C:24]([O:26][CH2:27][CH3:28])=[O:25])[C:12](=[O:21])[CH2:11]1)=[O:9])([CH3:6])([CH3:4])[CH3:5] |f:0.1,4.5|. Procedure details: Sodium hydride (152.6 mg, 3.81 mmol, 60% suspension in mineral oil) was washed with hexane (2×2 mL) in a flame dried round bottomed flask under nitrogen atmosphere. To the resulting free floating powder, was added a solution of 2-oxo-1,2,3,5-tetrahydro-benzo[e][1,4]diazepine-4-carboxylic acid tert-butyl ester (500 mg, 1.90 mmol) in dry DMF (10 mL) at 0° C. The reaction mixture was stirred at this temperature for 1 h. Ethyl bromoacetate (0.21 mL, 1.9 mmol) was added at 0° C. and the reaction mixt... Starting materials: ClC(=O)N1C2=C(NC(C3=C1C=CC=C3)=O)C=CC=N2 (11-(chlorocarbonyl)-5,11-dihydro-6H-pyrido[2,3-b][1,4]benzodiazepin-6-one), N1(CCCCCC1)CC1N(CCCC1)CCN (2-[2-[(hexahydro-1H-azepin-l-yl)methyl]-piperidin-l-yl]ethanamine). Solvent: C(C)#N (acetonitrile). The product is N1(CCCCCC1)CC1N(CCCC1)CCNC(=O)N1C2=C(NC(C3=C1C=CC=C3)=O)C=CC=N2 (5,11-Dihydro-11-[[[2-[2-[(hexahydro-1H-azepin-l-yl)methyl]-piperidin-l-yl]ethyl]amino]carbonyl]-6H-pyrido[2,3-b][1,4]benzodiazepin-6-one). Isolated yield 39.0%. RXN SMILES: Cl[C:2]([N:4]1[C:10]2[CH:11]=[CH:12][CH:13]=[CH:14][C:9]=2[C:8](=[O:15])[NH:7][C:6]2[CH:16]=[CH:17][CH:18]=[N:19][C:5]1=2)=[O:3].[N:20]1([CH2:27][CH:28]2[CH2:33][CH2:32][CH2:31][CH2:30][N:29]2[CH2:34][CH2:35][NH2:36])[CH2:26][CH2:25][CH2:24][CH2:23][CH2:22][CH2:21]1>C(#N)C>[N:20]1([CH2:27][CH:28]2[CH2:33][CH2:32][CH2:31][CH2:30][N:29]2[CH2:34][CH2:35][NH:36][C:2]([N:4]2[C:10]3[CH:11]=[CH:12][CH:13]=[CH:14][C:9]=3[C:8](=[O:15])[NH:7][C:6]3[CH:16]=[CH:17][CH:18]=[N:19][C:5]2=3)=[O:3])[CH2:26][CH2:25][CH2:24][CH2:23][CH2:22][CH2:21]1. Procedure details: Prepared analogously to Example 2 from 11-(chlorocarbonyl)-5,11-dihydro-6H-pyrido[2,3-b][1,4]benzodiazepin-6-one and 2-[2-[(hexahydro-1H-azepin-l-yl)methyl]-piperidin-l-yl]ethanamine in a yield of 39% of theory. Colourless crystals, m.p. 156°-158° C. (acetonitrile). The reactants are O=C=Nc1cc(Cl)cc(Cl)c1, Cc1ccc(C)c2c(C(C)C)cc(NN)nc12. The product is Cc1ccc(C)c2c(C(C)C)cc(NNC(=O)Nc3cc(Cl)cc(Cl)c3)nc12. RXN SMILES: [Cl:18][c:19]1[cH:20][c:21]([N:26]=[C:27]=[O:28])[cH:22][c:23]([Cl:25])[cH:24]1.[NH:1]([NH2:2])[c:3]1[n:4][c:5]2[c:6]([CH3:17])[cH:7][cH:8][c:9]([CH3:16])[c:10]2[c:11]([CH:13]([CH3:14])[CH3:15])[cH:12]1>>[NH:1]([NH:2][C:27]([NH:26][c:21]1[cH:20][c:19]([Cl:18])[cH:24][c:23]([Cl:25])[cH:22]1)=[O:28])[c:3]1[n:4][c:5]2[c:6]([CH3:17])[cH:7][cH:8][c:9]([CH3:16])[c:10]2[c:11]([CH:13]([CH3:14])[CH3:15])[cH:12]1. Starting materials: N1C=NC2=C1C=CC(=C2)N2C(C(C(C2C2=CC=CC=C2)=O)C(=O)OCC)=O (ethyl 1-(1H-benzo[d]imidazol-5-yl)-2,4-dioxo-5-phenylpyrrolidine-3-carboxylate), Intermediate 5, Cl (hydrochloric acid). The product is N1C=NC2=C1C=CC(=C2)N2C(CC(C2C2=CC=CC=C2)=O)=O (1-(1H-Benzo[d]imidazol-5-yl)-5-phenylpyrrolidine-2,4-dione). Reaction SMILES: [NH:1]1[C:5]2[CH:6]=[CH:7][C:8]([N:10]3[CH:14]([C:15]4[CH:20]=[CH:19][CH:18]=[CH:17][CH:16]=4)[C:13](=[O:21])[CH:12](C(OCC)=O)[C:11]3=[O:27])=[CH:9][C:4]=2[N:3]=[CH:2]1.Cl>>[NH:1]1[C:5]2[CH:6]=[CH:7][C:8]([N:10]3[CH:14]([C:15]4[CH:20]=[CH:19][CH:18]=[CH:17][CH:16]=4)[C:13](=[O:21])[CH2:12][C:11]3=[O:27])=[CH:9][C:4]=2[N:3]=[CH:2]1. Procedure details: The compound was synthesized starting from ethyl 1-(1H-benzo[d]imidazol-5-yl)-2,4-dioxo-5-phenylpyrrolidine-3-carboxylate (which may be prepared in accordance with the procedure described for Intermediate 5; 0.1 g, 0.196 mmol) and 5 N aqueous hydrochloric acid (6 ml) according to the method described in Method 1, step 3. Starting materials: BrC1=C(C=CC=C1)O (2-bromophenol), FC(CI)(F)F (2,2,2-trifluoroethyliodide), C([O-])([O-])=O.[K+].[K+] (potassium carbonate). The solvent is CN(C)C=O (DMF). Run at temperature 60 celsius. Product: BrC1=C(C=CC=C1)OCC(F)(F)F (1-Bromo-2-(2,2,2-trifluoroethoxy)benzene). RXN SMILES: [Br:1][C:2]1[CH:7]=[CH:6][CH:5]=[CH:4][C:3]=1[OH:8].[F:9][C:10]([F:14])([F:13])[CH2:11]I.C(=O)([O-])[O-].[K+].[K+]>CN(C=O)C>[Br:1][C:2]1[CH:7]=[CH:6][CH:5]=[CH:4][C:3]=1[O:8][CH2:11][C:10]([F:14])([F:13])[F:9] |f:2.3.4|. Procedure: A solution of 2-bromophenol (5.89 g, 34.0 mmol) and 2,2,2-trifluoroethyliodide (16.8 g, 80.0 mmol) in DMF (60 mL) was treated with potassium carbonate (24.1 g, 174 mmol) at room temperature. The resulting mixture was heated in an oil bath (60° C., 2 d). The solvent was removed in vacuo and the residue dissolved in ether and water. The aqueous layer was extracted with two additional portions of ether and the combined organic extracts were washed with three portions of 1M NaOH solution and dried o... The reactants are C(C1=CC=CC=C1)OC1=C(C=CC=C1)C=1N(C(C2=C(N1)C=CN=C2OC)=O)CCC2=CC=CC=C2 (2-(2-Benzyloxy-phenyl)-5-methoxy-3-phenethyl-3H-pyrido[4,3-d]pyrimidin-4-one). Reagents/catalysts: [Pd] (Pd/C). Solvent: CO (methanol). Product: OC1=C(C=CC=C1)C=1N(C(C2=C(N1)C=CN=C2OC)=O)CCC2=CC=CC=C2 (2-(2-Hydroxy-phenyl)-5-methoxy-3-phenethyl-3H-pyrido[4,3-d]pyrimidin-4-one). RXN SMILES: C([O:8][C:9]1[CH:14]=[CH:13][CH:12]=[CH:11][C:10]=1[C:15]1[N:16]([CH2:28][CH2:29][C:30]2[CH:35]=[CH:34][CH:33]=[CH:32][CH:31]=2)[C:17](=[O:27])[C:18]2[C:24]([O:25][CH3:26])=[N:23][CH:22]=[CH:21][C:19]=2[N:20]=1)C1C=CC=CC=1>CO.[Pd]>[OH:8][C:9]1[CH:14]=[CH:13][CH:12]=[CH:11][C:10]=1[C:15]1[N:16]([CH2:28][CH2:29][C:30]2[CH:35]=[CH:34][CH:33]=[CH:32][CH:31]=2)[C:17](=[O:27])[C:18]2[C:24]([O:25][CH3:26])=[N:23][CH:22]=[CH:21][C:19]=2[N:20]=1. Procedure: 2-(2-Benzyloxy-phenyl)-5-methoxy-3-phenethyl-3H-pyrido[4,3-d]pyrimidin-4-one dissolved in methanol (0.05M) was subjected to H-cube hydrogenation (room temperature, Pd/C cartridge). Solvent was then removed and product purified on preparative TLC plate to afford the desired 2-(2-Hydroxy-phenyl)-5-methoxy-3-phenethyl-3H-pyrido[4,3-d]pyrimidin-4-one. The reactants are Cl.Cl.N1CCC(CC1)\C=C/1\C(=NC(S1)=O)NCC#C ((5Z)-5-(piperidin-4-ylmethylidene)-4-(prop-2-yn-1-ylamino)-1,3-thiazol-2(5H)-one dihydrochloride), C([O-])([O-])=O.[K+].[K+] (potassium carbonate), BrCC1=CC=C(C2=CC=CC=C12)C#N (4-(bromomethyl)naphthalene-1-carbonitrile), O (water). Run in CN(C)C=O (DMF). Conditions: time 8 hour. The product is O=C1S\C(\C(=N1)NCC#C)=C/C1CCN(CC1)CC1=CC=C(C2=CC=CC=C12)C#N (4-[(4-{(Z)-[2-oxo-4-(prop-2-yn-1-ylamino)-1,3-thiazol-5(2H)-ylidene]methyl}piperidin-1-yl)methyl]naphthalene-1-carbonitrile). The yield is 52.1%. Reaction SMILES: Cl.Cl.[NH:3]1[CH2:8][CH2:7][CH:6](/[CH:9]=[C:10]2/[C:11]([NH:16][CH2:17][C:18]#[CH:19])=[N:12][C:13](=[O:15])[S:14]/2)[CH2:5][CH2:4]1.C(=O)([O-])[O-].[K+].[K+].Br[CH2:27][C:28]1[C:37]2[C:32](=[CH:33][CH:34]=[CH:35][CH:36]=2)[C:31]([C:38]#[N:39])=[CH:30][CH:29]=1.O>CN(C=O)C>[O:15]=[C:13]1[N:12]=[C:11]([NH:16][CH2:17][C:18]#[CH:19])/[C:10](=[CH:9]/[CH:6]2[CH2:7][CH2:8][N:3]([CH2:27][C:28]3[C:37]4[C:32](=[CH:33][CH:34]=[CH:35][CH:36]=4)[C:31]([C:38]#[N:39])=[CH:30][CH:29]=3)[CH2:4][CH2:5]2)/[S:14]1 |f:0.1.2,3.4.5|. Procedure: To a solution of (5Z)-5-(piperidin-4-ylmethylidene)-4-(prop-2-yn-1-ylamino)-1,3-thiazol-2(5H)-one dihydrochloride (200 mg) in DMF (3 mL) were added potassium carbonate (345 mg) and 4-(bromomethyl)naphthalene-1-carbonitrile (153 mg). The reaction mixture was stirred at room temperature overnight, water was added, and the mixture was extracted with ethyl is acetate. The extract was washed with water and saturated brine, and dried over anhydrous magnesium sulfate, and the solvent was evaporated und...